This data is from the Open Reaction Database (ORD), a public repository of structured organic reaction records. The task is: describe an organic reaction: reactants, conditions, products, and yield The product is COC(=O)C(O)CC(C)C. Starting materials: CO, CC(C)CC(O)C(=O)O. RXN SMILES: [CH3:10][OH:11].[CH3:1][CH:2]([CH3:3])[CH2:4][CH:5]([OH:6])[C:7]([OH:8])=[O:9]>>[CH3:1][CH:2]([CH3:3])[CH2:4][CH:5]([OH:6])[C:7]([O:8][CH3:10])=[O:9]. Starting materials: [Al+3], CC(=O)Oc1c(C(C)C)cc2c(c1C(C)C)CC(C)(C)O2, [H-], [H-], [H-], [H-], [Li+], C1CCOC1. The product is CC(C)c1cc2c(c(C(C)C)c1O)CC(C)(C)O2. Reaction SMILES: [Al+3:23].[C:1](=[O:2])([CH3:3])[O:4][c:5]1[c:6]([CH:19]([CH3:20])[CH3:21])[cH:7][c:8]2[c:9]([c:15]1[CH:16]([CH3:17])[CH3:18])[CH2:10][C:11]([CH3:13])([CH3:14])[O:12]2.[H-:22].[H-:25].[H-:26].[H-:27].[Li+:24].[O:28]1[CH2:29][CH2:30][CH2:31][CH2:32]1>>[OH:4][c:5]1[c:6]([CH:19]([CH3:20])[CH3:21])[cH:7][c:8]2[c:9]([c:15]1[CH:16]([CH3:17])[CH3:18])[CH2:10][C:11]([CH3:13])([CH3:14])[O:12]2. Starting materials: O (water), Cl (hydrochloric acid), ClC1=C(C=CC(=C1)SC1=CC(=CC=C1)C(F)(F)F)CCCC(C(=O)OCC)(C(=O)OCC)C (Diethyl 2-{3-[2-chloro-4-(3-trifluoromethylphenylthio)phenyl]propyl}-2-methylmalonate), [OH-].[K+] (potassium hydroxide), resultant solution. The solvent is C(C)O (ethanol). Yields the product ClC1=C(C=CC(=C1)SC1=CC(=CC=C1)C(F)(F)F)CCCC(C(=O)O)(C)C(=O)OCC ((±)-5-[2-chloro-4-(3-trifluoromethylphenylthio)phenyl]-2-ethoxycarbonyl-2-methylpentanoic acid). The yield is 70.6%. RXN SMILES: [Cl:1][C:2]1[CH:7]=[C:6]([S:8][C:9]2[CH:14]=[CH:13][CH:12]=[C:11]([C:15]([F:18])([F:17])[F:16])[CH:10]=2)[CH:5]=[CH:4][C:3]=1[CH2:19][CH2:20][CH2:21][C:22]([CH3:33])([C:28]([O:30]CC)=[O:29])[C:23]([O:25][CH2:26][CH3:27])=[O:24].[OH-].[K+].O.Cl>C(O)C>[Cl:1][C:2]1[CH:7]=[C:6]([S:8][C:9]2[CH:14]=[CH:13][CH:12]=[C:11]([C:15]([F:18])([F:17])[F:16])[CH:10]=2)[CH:5]=[CH:4][C:3]=1[CH2:19][CH2:20][CH2:21][C:22]([C:23]([O:25][CH2:26][CH3:27])=[O:24])([CH3:33])[C:28]([OH:30])=[O:29] |f:1.2|. Procedure details: To a solution of the compound of Example 38 (16.8 g) in ethanol (167 mL) was added potassium hydroxide (2.40 g), and the resultant solution was stirred at 50° C. for 24 hours. To the reaction solution was added water, neutralized with 2 mol/L aqueous hydrochloric acid, and extracted with ethyl acetate. The organic layer was washed with water and saturated brine in that order, and then dried over anhydrous sodium sulfate. The solvent was evaporated, and the resultant residue was purified by silic... The reactants are C[Mg]I (Methylmagnesium iodide), ClC=1C=C(C=CC1Cl)C1(CCCC1)C#N (1-(3,4-dichlorophenyl) cyclopentanecarbonitrile), CCOCC (ether). Reaction conditions: time 24 hour. The product is ClC=1C=C(C=CC1Cl)C1(CCCC1)C(C)=O (1-[1-(3,4-dichlorophenyl)cyclopentyl]ethanone). Reaction SMILES: C[Mg]I.[Cl:4][C:5]1[CH:6]=[C:7]([C:12]2(C#N)[CH2:16][CH2:15][CH2:14][CH2:13]2)[CH:8]=[CH:9][C:10]=1[Cl:11].CC[O:21][CH2:22][CH3:23]>>[Cl:4][C:5]1[CH:6]=[C:7]([C:12]2([C:22](=[O:21])[CH3:23])[CH2:16][CH2:15][CH2:14][CH2:13]2)[CH:8]=[CH:9][C:10]=1[Cl:11]. Procedure details: Methylmagnesium iodide (3M solution in ether; 100 ml) was added dropwise at 0° C. under nitrogen to a stirred solution of 1-(3,4-dichlorophenyl) cyclopentanecarbonitrile (48 g) in ether (100 ml), then the mixture was stirred at ambient temperature for 24 hours. The resulting solid was collected by filtration, washed with ether, and added in portions to an ice-cold mixture of water (200 ml) and concentrated hydrochloric acid (125 ml). The mixture was heated at 95° C. for 1 hour, then allowed to c...